Dataset: the Open Reaction Database (ORD), a public repository of structured organic reaction records. Task: describe an organic reaction: reactants, conditions, products, and yield Procedure: The general procedures of Example 6 are repeated. The compound o-(4-fluoro-2-nitroanilino)phenyl 1-methyl-4-piperidyl ketone is reduced and cyclized with phosphorus oxychloride to give 8-fluoro-11-(1-methyl-4-piperidyl)-5H-dibenzo[b,e][1,4]diazepine base, which is converted to the fumarate salt. As a reaction SMILES: [CH3:1][N:2]1[CH2:7][CH2:6][CH:5]([C:8]([C:10]2[CH:15]=[CH:14][CH:13]=[CH:12][C:11]=2[NH:16][C:17]2[CH:22]=[CH:21][C:20]([F:23])=[CH:19][C:18]=2[N+:24]([O-])=O)=O)[CH2:4][CH2:3]1.P(Cl)(Cl)(Cl)=O>>[F:23][C:20]1[CH:21]=[CH:22][C:17]2[NH:16][C:11]3[CH:12]=[CH:13][CH:14]=[CH:15][C:10]=3[C:8]([CH:5]3[CH2:6][CH2:7][N:2]([CH3:1])[CH2:3][CH2:4]3)=[N:24][C:18]=2[CH:19]=1. Reactants: CN1CCC(CC1)C(=O)C1=C(C=CC=C1)NC1=C(C=C(C=C1)F)[N+](=O)[O-] (o-(4-fluoro-2-nitroanilino)phenyl 1-methyl-4-piperidyl ketone), P(=O)(Cl)(Cl)Cl (phosphorus oxychloride). Yields the product FC=1C=CC2=C(N=C(C3=C(N2)C=CC=C3)C3CCN(CC3)C)C1 (8-fluoro-11-(1-methyl-4-piperidyl)-5H-dibenzo[b,e][1,4]diazepine). Starting materials: C(C)(=O)C=1C(N(C2=NC(=C(C=C2C1NC(C)=O)C1=CC=C(C=C1)Cl)C1=C(C=C(C=C1)Cl)Cl)C)=O (N-[3-Acetyl-6-(4-chlorophenyl)-7-(2,4-dichlorophenyl)-1-methyl-2-oxo-1,2-dihydro-1,8-naphthyridin-4-yl]acetamide), C[Mg+].[Br-] (MeMgBr). The solvent is C1CCOC1 (THF). The product is ClC1=CC=C(C=C1)C1=CC=2C3=C(C(N(C2N=C1C1=C(C=C(C=C1)Cl)Cl)C)=O)C(OC(=N3)C)(C)C (9-(4-Chlorophenyl)-8-(2,4-dichlorophenyl)-2,4,4,6-tetramethyl-4,6-dihydro-5H-[1,3]oxazino[5,4-c]-1,8-naphthyridin-5-one). Reaction SMILES: [C:1]([C:4]1[C:5](=[O:34])[N:6]([CH3:33])[C:7]2[C:12]([C:13]=1[NH:14][C:15](=O)[CH3:16])=[CH:11][C:10]([C:18]1[CH:23]=[CH:22][C:21]([Cl:24])=[CH:20][CH:19]=1)=[C:9]([C:25]1[CH:30]=[CH:29][C:28]([Cl:31])=[CH:27][C:26]=1[Cl:32])[N:8]=2)(=[O:3])[CH3:2].[CH3:35][Mg+].[Br-]>C1COCC1>[Cl:24][C:21]1[CH:20]=[CH:19][C:18]([C:10]2[C:9]([C:25]3[CH:30]=[CH:29][C:28]([Cl:31])=[CH:27][C:26]=3[Cl:32])=[N:8][C:7]3[N:6]([CH3:33])[C:5](=[O:34])[C:4]4[C:1]([CH3:2])([CH3:35])[O:3][C:15]([CH3:16])=[N:14][C:13]=4[C:12]=3[CH:11]=2)=[CH:23][CH:22]=1 |f:1.2|. Procedure details: To the product of Example 1 (59.5 mg) in THF (2 mL) at 0° C. was added 0.52 mL MeMgBr solution (1.4 M, 75% toluene/25% THF). After 10 min the reaction was quenched with saturated aqueous NH4Cl and then diluted with EtOAc. The solution was washed with 10% aqueous NaHSO4 followed by aqueous NaHCO3/NaOH (4:1) before drying (Na2SO4). The concentrated residue was purified by preparative TLC (silica gel) eluted with 15% EtOAc in hexane affording the title compound. HPLC/MS: 512.0 (M+1), 514.0 (M+3); R... The reactants are C(C1=CC=CC=C1)OC1=C(C=C(CNC2=NC(=NC(=C2Cl)C)C)C=C1)OC(F)F ([4-benzyloxy-3-(1.1-difluoromethoxy)benzyl](5-chloro-2,6-dimethylpyrimidin-4-yl)amine), Cl (hydrochloric acid), C(C)O (ethanol). Product: ClC1(C(N=C(N=C1)C)NCC1=CC(=C(C=C1)O)OC(F)F)C (4-[(5-Chloro-2,5-dimethylpyrimidin-4-ylamino)methyl]-2-(1,1-difluoromethoxy)phenol). Isolated yield 41.0%. Reaction SMILES: C([O:8][C:9]1[CH:25]=[CH:24][C:12]([CH2:13][NH:14][C:15]2[C:20]([Cl:21])=[C:19](C)[N:18]=[C:17]([CH3:23])[N:16]=2)=[CH:11][C:10]=1[O:26][CH:27]([F:29])[F:28])C1C=CC=CC=1.Cl.[CH2:31](O)C>>[Cl:21][C:20]1([CH3:31])[CH:19]=[N:18][C:17]([CH3:23])=[N:16][CH:15]1[NH:14][CH2:13][C:12]1[CH:24]=[CH:25][C:9]([OH:8])=[C:10]([O:26][CH:27]([F:28])[F:29])[CH:11]=1. Procedure details: In analogy to the method described in example B1, 6.9 g (16.4 mmol) of [4-benzyloxy-3-(1.1-difluoromethoxy)benzyl](5-chloro-2,6-dimethylpyrimidin-4-yl)amine (from example A6) are reacted with 70 ml of 12.5N hydrochloric acid in 70 ml of ethanol. Extraction with ethyl acetate at a pH of 8 gives, after concentration, a solid residue. Extraction by stirring with petroleum ether and drying give 2.2 g (41%) of the title compound as a beige crystallizate. m.p.: 167-168.5° C.